This data is from the Open Reaction Database (ORD), a public repository of structured organic reaction records. The task is: describe an organic reaction: reactants, conditions, products, and yield The reactants are Cc1cc(C)c(C)cc1C, Cc1ccccc1, ClCc1ccccc1, [I-], [Na+], [Na+], [OH-], O, Oc1ccccc1. Yields the product c1ccc(COc2ccccc2)cc1. RXN SMILES: [CH3:20][c:21]1[c:22]([CH3:23])[cH:24][c:25]([CH3:26])[c:27]([CH3:28])[cH:29]1.[CH3:31][c:32]1[cH:33][cH:34][cH:35][cH:36][cH:37]1.[Cl:12][CH2:13][c:14]1[cH:15][cH:16][cH:17][cH:18][cH:19]1.[I-:11].[Na+:10].[Na+:9].[OH-:8].[OH2:30].[OH:1][c:2]1[cH:3][cH:4][cH:5][cH:6][cH:7]1>>[O:1]([c:2]1[cH:3][cH:4][cH:5][cH:6][cH:7]1)[CH2:13][c:14]1[cH:15][cH:16][cH:17][cH:18][cH:19]1. Reactants: [C@H]1([C@@H](O)[C@@H](O)[C@H](O)[C@H](O1)CO)O[C@H]([C@H](C=O)O)[C@H](O)[C@H](O)CO (3-O-α-D-mannosyl-D-glucose), C([C@@H]1[C@H]([C@@H]([C@H]([C@@H](O1)O[C@@H]2[C@H](O[C@H]([C@@H]([C@H]2O)O)O)CO)O)O)O)O (cellobiose), mannoglucan. Product: [C@H]1([C@@H](O)[C@@H](O)[C@H](O)[C@H](O1)CO)OC[C@H]([C@H]([C@@H]([C@H](C=O)O)O)O)O (6-O-α-D-mannosyl-D-glucose), C([C@@H]1[C@H]([C@@H]([C@H]([C@@H](O1)O[C@@H]2[C@H](O[C@H]([C@@H]([C@H]2O)O)O)CO)O)O)O)O (cellobiose). Reaction SMILES: [C@H:1]1([O:12][C@@H:13]([C@@H:18]([C@@H:20]([CH2:22][OH:23])[OH:21])[OH:19])[C@@H](O)C=O)[O:9][C@H:8]([CH2:10][OH:11])[C@@H:6]([OH:7])[C@H:4]([OH:5])[C@@H:2]1[OH:3].[CH2:24]([OH:46])[C@H:25]1[O:30][C@@H:29]([O:31][C@H:32]2[C@H:37]([OH:38])[C@@H:36]([OH:39])[C@H:35]([OH:40])[O:34][C@@H:33]2[CH2:41][OH:42])[C@H:28]([OH:43])[C@@H:27]([OH:44])[C@@H:26]1[OH:45]>>[C@H:1]1([O:12][CH2:13][C@@H:18]([OH:19])[C@@H:20]([OH:21])[C@H:22]([OH:23])[C@@H:28]([OH:43])[CH:29]=[O:30])[O:9][C@H:8]([CH2:10][OH:11])[C@@H:6]([OH:7])[C@H:4]([OH:5])[C@@H:2]1[OH:3].[CH2:24]([OH:46])[C@H:25]1[O:30][C@@H:29]([O:31][C@H:32]2[C@H:37]([OH:38])[C@@H:36]([OH:39])[C@H:35]([OH:40])[O:34][C@@H:33]2[CH2:41][OH:42])[C@H:28]([OH:43])[C@@H:27]([OH:44])[C@@H:26]1[OH:45]. Reported procedure: In addition to glycerol (2.0 mol) and erythritol (0.14 mol) given in Table 3 above, 2-O-β-D-glucosyl-D-erythritol (0.74 mol) and 2,4-bis-hydroxymethyl-5-O-β-D-glucosyl-1,3-dioxane (0.35 mol) were obtained as the controlled Smith-degradation products of mannoglucan. Furthermore, acetolysis of mannoglucan gave 3-O-α-D-mannosyl-D-glucose and cellobiose, and partial acid hydrolysis of mannoglucan (0.33N sulfuric acid, 100° C., 7 hrs.) yielded 6-O-α-D-mannosyl-D-glucose and cellobiose. The reactants are COC1=CC=C(C=C1)B(O)O (4-methoxyphenylboronic acid), BrC=1C(=C(C=CC1)N(CCOC)CC1=CC(=C(OCC(=O)OCC)C=C1)C)C (ethyl (4-{[(3-bromo-2-methylphenyl)(2-methoxyethyl)amino]methyl}-2-methylphenoxy)acetate). Product: COCCN(C=1C(=C(C=CC1)C1=CC=C(C=C1)OC)C)CC1=CC(=C(OCC(=O)O)C=C1)C ((4-{[(2-Methoxyethyl)(4′-methoxy-2-methyl-1,1′-biphenyl-3-yl)amino]methyl}-2-methylphenoxy)acetic acid). As a reaction SMILES: [CH3:1][O:2][C:3]1[CH:8]=[CH:7][C:6](B(O)O)=[CH:5][CH:4]=1.Br[C:13]1[C:14]([CH3:39])=[C:15]([N:19]([CH2:24][C:25]2[CH:37]=[CH:36][C:28]([O:29][CH2:30][C:31]([O:33]CC)=[O:32])=[C:27]([CH3:38])[CH:26]=2)[CH2:20][CH2:21][O:22][CH3:23])[CH:16]=[CH:17][CH:18]=1>>[CH3:23][O:22][CH2:21][CH2:20][N:19]([CH2:24][C:25]1[CH:37]=[CH:36][C:28]([O:29][CH2:30][C:31]([OH:33])=[O:32])=[C:27]([CH3:38])[CH:26]=1)[C:15]1[C:14]([CH3:39])=[C:13]([C:6]2[CH:7]=[CH:8][C:3]([O:2][CH3:1])=[CH:4][CH:5]=2)[CH:18]=[CH:17][CH:16]=1. Procedure details: Prepared from 4-methoxyphenylboronic acid and ethyl (4-{[(3-bromo-2-methylphenyl)(2-methoxyethyl)amino]methyl}-2-methylphenoxy)acetate using the procedure described for Example 25 (Method A). The reactants are CS(C)=O, CC(C)OC(C)C, COc1c(C)c(C)c(OC)c(C(CCCI)c2ccccc2)c1C, N#C[Na], O. Product: COc1c(C)c(C)c(OC)c(C(CCCC#N)c2ccccc2)c1C. RXN SMILES: [CH3:36][S:37]([CH3:38])=[O:39].[CH:28]([O:29][CH:30]([CH3:31])[CH3:32])([CH3:33])[CH3:34].[I:1][CH2:2][CH2:3][CH2:4][CH:5]([c:6]1[cH:7][cH:8][cH:9][cH:10][cH:11]1)[c:12]1[c:13]([O:23][CH3:24])[c:14]([CH3:22])[c:15]([CH3:21])[c:16]([O:19][CH3:20])[c:17]1[CH3:18].[Na:25][C:26]#[N:27].[OH2:35]>>[CH2:2]([CH2:3][CH2:4][CH:5]([c:6]1[cH:7][cH:8][cH:9][cH:10][cH:11]1)[c:12]1[c:13]([O:23][CH3:24])[c:14]([CH3:22])[c:15]([CH3:21])[c:16]([O:19][CH3:20])[c:17]1[CH3:18])[C:26]#[N:27]. RXN SMILES: [OH:1][CH2:2][CH2:3][CH:4]1[CH2:9][CH2:8][CH:7]([OH:10])[CH2:6][CH2:5]1.Cl[O-].[Na+].C(O)(C)C.O>C(O)(=O)C.ClCCl>[OH:1][CH2:2][CH2:3][CH:4]1[CH2:9][CH2:8][C:7](=[O:10])[CH2:6][CH2:5]1 |f:1.2|. Product: OCCC1CCC(CC1)=O (4-(2-hydroxyethyl)cyclohexanone). The reactants are O (water), OCCC1CCC(CC1)O (4-(2-hydroxyethyl)cyclohexanol), C(C)(C)O (Isopropanol), Cl[O-].[Na+] (sodium hypochlorite). Procedure: To a solution of 10 g (69 mmol) of 4-(2-hydroxyethyl)cyclohexanol in 50 mL of acetic acid maintained at a temperature between 18 and 21° C. are added over 35 min 35.9 mL (79 mmol) of an aqueous sodium hypochlorite solution. The mixture is further stirred for 45 min, TLC analysis indicating disappearance of starting material. Isopropanol (0.8 mL) is added, followed 10 min later by water (75 mL) and dichloromethane (100 mL). The two phases are separated by decantation and the aqueous phase is extr... Reaction conditions: time 45 minute. Solvent: ClCCl (dichloromethane), C(C)(=O)O (acetic acid). The yield is 96.0%. The reactants are CN(C)C=O, CC(C)Oc1ccc(O)cc1, FC(F)(F)c1ccc(Cl)nc1, [H-], [H][H], [Na+], O. The product is CC(C)Oc1ccc(Oc2ccc(C(F)(F)F)cn2)cc1. As a reaction SMILES: [CH3:28][N:29]([CH3:30])[CH:31]=[O:32].[CH:3]([CH3:4])([CH3:5])[O:6][c:7]1[cH:8][cH:9][c:10]([OH:13])[cH:11][cH:12]1.[Cl:16][c:17]1[n:18][cH:19][c:20]([C:23]([F:24])([F:25])[F:26])[cH:21][cH:22]1.[H-:1].[H:14][H:15].[Na+:2].[OH2:27]>>[CH:3]([CH3:4])([CH3:5])[O:6][c:7]1[cH:8][cH:9][c:10]([O:13][c:17]2[n:18][cH:19][c:20]([C:23]([F:24])([F:25])[F:26])[cH:21][cH:22]2)[cH:11][cH:12]1. The reactants are NC=1SC2=C(C=NC=C2)N1 (2-aminothiazolo[4,5-c]pyridine), N1=CC=CC=C1 (pyridine), ClC(=O)OC1=CC=CC=C1 (phenyl chloroformate). The solvent is CN(C)C=O (DMF). Run at time 1.5 day. Product: O(C1=CC=CC=C1)C(=O)NC=1SC2=C(C=NC=C2)N1 (2-Phenoxycarbonylaminothiazolo[4,5-c]pyridine). The yield is 71.1%. Reaction SMILES: [NH2:1][C:2]1[S:3][C:4]2[CH:9]=[CH:8][N:7]=[CH:6][C:5]=2[N:10]=1.N1C=CC=CC=1.Cl[C:18]([O:20][C:21]1[CH:26]=[CH:25][CH:24]=[CH:23][CH:22]=1)=[O:19]>CN(C=O)C>[O:20]([C:18]([NH:1][C:2]1[S:3][C:4]2[CH:9]=[CH:8][N:7]=[CH:6][C:5]=2[N:10]=1)=[O:19])[C:21]1[CH:26]=[CH:25][CH:24]=[CH:23][CH:22]=1. Procedure details: To a mixture of 2-aminothiazolo[4,5-c]pyridine (302 mg, 2 mmoles) and pyridine (0.2 ml) in 5 ml of DMF was added phenyl chloroformate (400 mg, 2.5 mmoles), and the mixture was stirred at room temperature for 1.5 days. The crystalline precipitate was collected by filtration to afford 386 mg (71%) of the title compound. Mp. >290° C.